This data is from the Open Reaction Database (ORD), a public repository of structured organic reaction records. The task is: describe an organic reaction: reactants, conditions, products, and yield The reactants are CSC1=NN=C2CC3=C(C=CN21)C=CC=C3 (3-methylthio-11H-s-triazolo[3,4-b][3]benzazepine). Reagents/catalysts: [Ni] (Raney nickel). The solvent is C(C)O (ethanol). Product: N=1N=CN2C1CC1=C(C=C2)C=CC=C1 (11H-s-triazolo[3,4-b][3]benzazepine). As a reaction SMILES: CS[C:3]1[N:12]2[C:6]([CH2:7][C:8]3[CH:16]=[CH:15][CH:14]=[CH:13][C:9]=3[CH:10]=[CH:11]2)=[N:5][N:4]=1>C(O)C.[Ni]>[N:5]1[N:4]=[CH:3][N:12]2[CH:11]=[CH:10][C:9]3[CH:13]=[CH:14][CH:15]=[CH:16][C:8]=3[CH2:7][C:6]=12. Procedure details: To 1.15 g of 3-methylthio-11H-s-triazolo[3,4-b][3]benzazepine in 20 ml of ethanol was added 6 ml of Raney nickel (wet) and the mixture was refluxed for 15 minutes under stirring. The Raney nickel was filtered off and the solvent was removed from the filtrate. To the residue was added water. By this procedure was obtained 11H-s-triazolo[3,4-b][3]benzazepine as crystals. Recrystallization from ethanol-n-hexane yielded colorless needles, m.p. 157°-158° C. The infrared absorption spectrum was identi...